Dataset: the Open Reaction Database (ORD), a public repository of structured organic reaction records. Task: describe an organic reaction: reactants, conditions, products, and yield The reactants are C(C)C=1N(C=CN1)C=1C=C(C=C(C1)C1=CC=C(C=C1)C)C(=O)O (5-(2-Ethyl-imidazol-1-yl)-4′-methyl-biphenyl-3-carboxylic acid), amide, N1=C(C=NC=C1)C(C)N (1-pyrazin-2-yl-ethylamine). Yields the product N1=C(C=NC=C1)C(C)NC(=O)C=1C=C(C=C(C1)N1C(=NC=C1)CC)C1=CC=C(C=C1)C (5-(2-ethyl-imidazol-1-yl)-4′-methyl-biphenyl-3-carboxylic acid (1-pyrazin-2-yl-ethyl)-amide). As a reaction SMILES: [CH2:1]([C:3]1[N:4]([C:8]2[CH:9]=[C:10]([C:21]([OH:23])=O)[CH:11]=[C:12]([C:14]3[CH:19]=[CH:18][C:17]([CH3:20])=[CH:16][CH:15]=3)[CH:13]=2)[CH:5]=[CH:6][N:7]=1)[CH3:2].[N:24]1[CH:29]=[CH:28][N:27]=[CH:26][C:25]=1[CH:30]([NH2:32])[CH3:31]>>[N:24]1[CH:29]=[CH:28][N:27]=[CH:26][C:25]=1[CH:30]([NH:32][C:21]([C:10]1[CH:11]=[C:12]([C:14]2[CH:15]=[CH:16][C:17]([CH3:20])=[CH:18][CH:19]=2)[CH:13]=[C:8]([N:4]2[CH:5]=[CH:6][N:7]=[C:3]2[CH2:1][CH3:2])[CH:9]=1)=[O:23])[CH3:31]. Reported procedure: 5-(2-Ethyl-imidazol-1-yl)-4′-methyl-biphenyl-3-carboxylic acid was subject to the amide coupling reaction described in step 3 of Example 3, but replacing C-(5-methyl-pyrazin-2-yl)-methylamine with 1-pyrazin-2-yl-ethylamine, to give 5-(2-ethyl-imidazol-1-yl)-4′-methyl-biphenyl-3-carboxylic acid (1-pyrazin-2-yl-ethyl)-amide, MS (M+H)=412. Starting materials: BrCCCCl (1-bromo-3-chloropropane), C1=CC=CC=2C3=CC=CC=C3NC12 (Carbazole), [Na] (sodium), [H-].[Na+] (NaH). Run in CN(C)C=O (DMF), CN(C)C=O (DMF). Conditions: time 3 hour. Product: ClCCCN1C2=CC=CC=C2C=2C=CC=CC12.BrCCCN1C2=CC=CC=C2C=2C=CC=CC12 (3-Chloro-1-(9H-carbazol-9-yl)propane 3-Bromo-1-(9H-carbazol-9-yl)propane). Yield: 66.0%. As a reaction SMILES: [CH:1]1[C:13]2[NH:12][C:11]3[C:6](=[CH:7][CH:8]=[CH:9][CH:10]=3)[C:5]=2[CH:4]=[CH:3][CH:2]=1.[H-].[Na+].[Na].[Br:17][CH2:18][CH2:19][CH2:20][Cl:21]>CN(C=O)C>[Cl:21][CH2:20][CH2:19][CH2:18][N:12]1[C:11]2[CH:10]=[CH:9][CH:8]=[CH:7][C:6]=2[C:5]2[C:13]1=[CH:1][CH:2]=[CH:3][CH:4]=2.[Br:17][CH2:18][CH2:19][CH2:20][N:12]1[C:11]2[CH:10]=[CH:9][CH:8]=[CH:7][C:6]=2[C:5]2[C:13]1=[CH:1][CH:2]=[CH:3][CH:4]=2 |f:1.2,6.7,^1:15|. Procedure: Carbazole (50.0 g, 0.3 mol) was dissolved in dry DMF (1.5 L). NaH (60% in oil, 18.8 g, 0.45 mol) was added under a nitrogen atmosphere. The reaction mixture was stirred at ambient temperature for 3 h. To the resulting sodium salt was carefully added under vigorous stirring a solution of 1-bromo-3-chloropropane in dry DMF (0.5 L). The mixture was stirred at room temperature for 10 h. The solvent was removed in vacuo. The residual oil was dissolved in CH2Cl2 (350 mL), washed with water (3×100 ml),... Reactants: ClCCCBr, CCOCC, CC(C)=O, c1ccc2nc(N3CCNCC3)ccc2c1, [Na+], [OH-]. Yields the product ClCCCN1CCN(c2ccc3ccccc3n2)CC1. As a reaction SMILES: [Br:19][CH2:20][CH2:21][CH2:22][Cl:23].[CH3:24][CH2:25][O:26][CH2:27][CH3:28].[CH3:29][C:30](=[O:31])[CH3:32].[N:1]1([c:7]2[n:8][c:9]3[cH:10][cH:11][cH:12][cH:13][c:14]3[cH:15][cH:16]2)[CH2:2][CH2:3][NH:4][CH2:5][CH2:6]1.[Na+:18].[OH-:17]>>[N:1]1([c:7]2[n:8][c:9]3[cH:10][cH:11][cH:12][cH:13][c:14]3[cH:15][cH:16]2)[CH2:2][CH2:3][N:4]([CH2:20][CH2:21][CH2:22][Cl:23])[CH2:5][CH2:6]1. Starting materials: CC(=O)c1cccc(Br)c1, [C-]#N, [Cl-], [K+], N, [NH4+]. Product: CC(N)(C#N)c1cccc(Br)c1. RXN SMILES: [Br:1][c:2]1[cH:3][c:4]([C:8]([CH3:9])=[O:10])[cH:5][cH:6][cH:7]1.[C-:13]#[N:14].[Cl-:11].[K+:15].[NH3:16].[NH4+:12]>>[Br:1][c:2]1[cH:3][c:4]([C:8]([CH3:9])([NH2:12])[C:13]#[N:14])[cH:5][cH:6][cH:7]1. Starting materials: O=C([O-])[O-], CC#CCn1c(N2CCN(C(=O)OC(C)(C)C)CC2)nc2nc(Cl)[nH]c(=O)c21, CN(C)C=O, [Cl-], C[Si](C)(C)CCOCCl, [K+], [K+], [NH4+]. Product: CC#CCn1c(N2CCN(C(=O)OC(C)(C)C)CC2)nc2nc(Cl)n(COCC[Si](C)(C)C)c(=O)c21. RXN SMILES: [C:38](=[O:39])([O-:40])[O-:41].[CH2:1]([C:2]#[C:3][CH3:4])[n:5]1[c:6]([N:16]2[CH2:17][CH2:18][N:19]([C:22](=[O:23])[O:24][C:25]([CH3:26])([CH3:27])[CH3:28])[CH2:20][CH2:21]2)[n:7][c:8]2[n:9][c:10]([Cl:15])[nH:11][c:12](=[O:14])[c:13]12.[CH3:46][N:47]([CH3:48])[CH:49]=[O:50].[Cl-:44].[Cl:29][CH2:30][O:31][CH2:32][CH2:33][Si:34]([CH3:35])([CH3:36])[CH3:37].[K+:42].[K+:43].[NH4+:45]>>[CH2:1]([C:2]#[C:3][CH3:4])[n:5]1[c:6]([N:16]2[CH2:17][CH2:18][N:19]([C:22](=[O:23])[O:24][C:25]([CH3:26])([CH3:27])[CH3:28])[CH2:20][CH2:21]2)[n:7][c:8]2[n:9][c:10]([Cl:15])[n:11]([CH2:30][O:31][CH2:32][CH2:33][Si:34]([CH3:35])([CH3:36])[CH3:37])[c:12](=[O:14])[c:13]12. Starting materials: C(C)OC1=C(C(=O)O)C=CC(=C1)CC(=O)NC(CCC)C1=C(C=CC=C1)N1CCCCC1 (2-ethyoxy-4-[N-{1-(2-piperidinophenyl)-1-butyl}-aminocarbonylmethyl]-benzoic acid), C1(CCCCC1)N=C=NC1CCCCC1 (N,N′-dicyclohexylcarbodiimide), C(C)(C)(C)O (tert.butanol). The reagents and catalysts are [Cu]Cl (copper(I) chloride). Solvent: C(Cl)Cl (methylene chloride), C(Cl)Cl (methylene chloride). Conditions: time 60 hour. Yields the product C(C)OC1=C(C(=O)OC(C)(C)C)C=CC(=C1)CC(=O)NC(CCC)C1=C(C=CC=C1)N1CCCCC1 (Tert.butyl 2-ethoxy-4[N-{1-(2-piperidino-phenyl)-1-butyl}aminocarbonylmethyl]-benzoate). RXN SMILES: C1(N=C=NC2CCCCC2)CCCCC1.[C:16]([OH:20])([CH3:19])([CH3:18])[CH3:17].[CH2:21]([O:23][C:24]1[CH:32]=[C:31]([CH2:33][C:34]([NH:36][CH:37]([C:41]2[CH:46]=[CH:45][CH:44]=[CH:43][C:42]=2[N:47]2[CH2:52][CH2:51][CH2:50][CH2:49][CH2:48]2)[CH2:38][CH2:39][CH3:40])=[O:35])[CH:30]=[CH:29][C:25]=1[C:26](O)=[O:27])[CH3:22]>C(Cl)Cl.[Cu]Cl>[CH2:21]([O:23][C:24]1[CH:32]=[C:31]([CH2:33][C:34]([NH:36][CH:37]([C:41]2[CH:46]=[CH:45][CH:44]=[CH:43][C:42]=2[N:47]2[CH2:48][CH2:49][CH2:50][CH2:51][CH2:52]2)[CH2:38][CH2:39][CH3:40])=[O:35])[CH:30]=[CH:29][C:25]=1[C:26]([O:20][C:16]([CH3:19])([CH3:18])[CH3:17])=[O:27])[CH3:22]. Procedure: A mixture of 1.9 g (9.6 mmols) of N,N′-dicyclohexylcarbodiimide, 1.06 ml (11.2 mmols) of absolute tert.butanol and 0.020 g (0.20 mmol) of copper(I) chloride was stirred for 60 hours at room temperature. Then, 6.6 ml of methylene chloride were added, and the resulting solution was added dropwise to a solution of 0.44 g (1 mmol) of 2-ethyoxy-4-[N-{1-(2-piperidinophenyl)-1-butyl}-aminocarbonylmethyl]-benzoic acid in 15 ml of methylene chloride. After 60 hours' stirring at 20° C., the precipitate wh...